From a dataset of the Open Reaction Database (ORD), a public repository of structured organic reaction records. describe an organic reaction: reactants, conditions, products, and yield Reactants: C1(=CC=CC=C1)N=C=O (phenyl isocyanate), O (water). Solvent: CCOCC (ether). The product is C=1C=CC(=CC1)NC(=O)NC=2C=CC=CC2 (diphenylurea). Yield: 94.0%. As a reaction SMILES: [C:1]1([N:7]=[C:8]=[O:9])[CH:6]=[CH:5][CH:4]=[CH:3][CH:2]=1.O>CCOCC>[CH:4]1[CH:3]=[CH:2][C:1]([NH:7][C:8]([NH:7][C:1]2[CH:2]=[CH:3][CH:4]=[CH:5][CH:6]=2)=[O:9])=[CH:6][CH:5]=1. Reported procedure: 20 parts freshly distilled ether, 1.19 parts (0.01 mole) phenyl isocyanate and 0.19 part (0.01 mole) of water were combined and reacted as described in Example 1. The isolation techniques described in Example 2 were conducted. 0.70 part (94% yield) diphenylurea was recovered having a melting point of 253° C. An isocyanate and water produce urea in the absence of a boron complexing agent. The reactants are C(C1=CC=CC=C1)OCC12CC3(CC(CC3C1)C2)NC(OC(C)(C)C)=O (tert-butyl [1-(benzyloxy methyl)tricyclo[3.3.1.03,7]non-3-yl]carbamate). The reagents and catalysts are [Pd] (Pd/C). Run in CO (MeOH). Run at time 2 hour. The product is OCC12CC3(CC(CC3C1)C2)NC(OC(C)(C)C)=O (tert-butyl [1-(hydroxymethyl)tricyclo[3.3.1.03,7]non-3-yl]carbamate). Isolated yield 93.5%. As a reaction SMILES: C([O:8][CH2:9][C:10]12[CH2:18][CH:14]3[CH2:15][CH:16]([CH2:17]1)[C:12]([NH:19][C:20](=[O:26])[O:21][C:22]([CH3:25])([CH3:24])[CH3:23])([CH2:13]3)[CH2:11]2)C1C=CC=CC=1>CO.[Pd]>[OH:8][CH2:9][C:10]12[CH2:18][CH:14]3[CH2:15][CH:16]([CH2:17]1)[C:12]([NH:19][C:20](=[O:26])[O:21][C:22]([CH3:24])([CH3:23])[CH3:25])([CH2:13]3)[CH2:11]2. Procedure: To a stirred mixture of tert-butyl [1-(benzyloxymethyl)tricyclo[3.3.1.03,7]non-3-yl]carbamate (1.0 g, 2.8 mmol) obtained in step V in MeOH (11 mL), Pd/C (10%, 0.2 g) was added. The H2 pressure was then applied with the balloon for 2 h. The reaction mixture was filtered through a pad of celite and the filtrate was concentrated under reduced pressure to obtain tert-butyl [1-(hydroxymethyl)tricyclo[3.3.1.03,7]non-3-yl]carbamate as a viscous liquid (0.7 g) in 95% yield. m/z (M+1) 268; 1H NMR (CDCl3)...